This data is from the Open Reaction Database (ORD), a public repository of structured organic reaction records. The task is: describe an organic reaction: reactants, conditions, products, and yield Reactants: [Si](C)(C)(C(C)(C)C)O[C@H]1[C@@H](CN(C[C@@H]1C)C1=C2C(=NC=C1NC(=O)C1=NC(=C(C=C1)F)C1=C(C=CC=C1F)F)OCC2)NC(OC(C)(C)C)=O (tert-butyl {(3R,4R,5S)-4-{[tert-butyl(dimethyl)silyl]oxy}-1-[5-({[6-(2,6-difluorophenyl)-5-fluoropyridin-2-yl]carbonyl}amino)-2,3-dihydrofuro[2,3-b]pyridin-4-yl]-5-methylpiperidin-3-yl}carbamate), dihydrogen hexafluorosilicate, O (water), [NH4+].[OH-] (NH4OH), O (water). The solvent is CC#N (MeCN). Run at temperature 50 celsius, time 2 hour. Product: N[C@@H]1CN(C[C@@H]([C@H]1O)C)C1=C2C(=NC=C1NC(=O)C1=NC(=C(C=C1)F)C1=C(C=CC=C1F)F)OCC2 (N-{4-[(3R,4R,5S)-3-amino-4-hydroxy-5-methylpiperidin-1-yl]-2,3-dihydrofuro[2,3-b]pyridin-5-yl}-6-(2,6-difluorophenyl)-5-fluoropyridine-2-carboxamide). Isolated yield 16.1%. RXN SMILES: [Si]([O:8][C@@H:9]1[C@@H:14]([CH3:15])[CH2:13][N:12]([C:16]2[C:21]([NH:22][C:23]([C:25]3[CH:30]=[CH:29][C:28]([F:31])=[C:27]([C:32]4[C:37]([F:38])=[CH:36][CH:35]=[CH:34][C:33]=4[F:39])[N:26]=3)=[O:24])=[CH:20][N:19]=[C:18]3[O:40][CH2:41][CH2:42][C:17]=23)[CH2:11][C@H:10]1[NH:43]C(=O)OC(C)(C)C)(C(C)(C)C)(C)C.[H+].[H+].F[Si-2](F)(F)(F)(F)F.O.[NH4+].[OH-]>CC#N>[NH2:43][C@H:10]1[C@H:9]([OH:8])[C@@H:14]([CH3:15])[CH2:13][N:12]([C:16]2[C:21]([NH:22][C:23]([C:25]3[CH:30]=[CH:29][C:28]([F:31])=[C:27]([C:32]4[C:33]([F:39])=[CH:34][CH:35]=[CH:36][C:37]=4[F:38])[N:26]=3)=[O:24])=[CH:20][N:19]=[C:18]3[O:40][CH2:41][CH2:42][C:17]=23)[CH2:11]1 |f:1.2.3,5.6|. Reported procedure: To a solution of tert-butyl {(3R,4R,5S)-4-{[tert-butyl(dimethyl)silyl]oxy}-1-[5-({[6-(2,6-difluorophenyl)-5-fluoropyridin-2-yl]carbonyl}amino)-2,3-dihydrofuro[2,3-b]pyridin-4-yl]-5-methylpiperidin-3-yl}carbamate (24.9 mg, 0.0349 mmol) in MeCN (2.0 mL) was added a 1.7 M dihydrogen hexafluorosilicate solution in water (200 μL, 0.340 mmol). The mixture was stirred at 50° C. for 2 h. After cooling to room temperature, the reaction mixture was neutralized with a 14.8 M NH4OH solution in water (200 μL...